Dataset: the Open Reaction Database (ORD), a public repository of structured organic reaction records. Task: describe an organic reaction: reactants, conditions, products, and yield Starting materials: C([O-])([O-])=O.[K+].[K+] (potassium carbonate), O (water), S(=O)(=O)(O)C1=CC=C(C)C=C1.C(C1=CC=CC=C1)OC(CN)=O (aminoacetic acid benzyl ester tosylate), O=C1NC2=CC=C(C=C2NC1=O)S(=O)(=O)Cl (1,2,3,4-tetrahydro-2,3-dioxo-6-quinoxalinesulfonyl chloride). Conditions: time 16 hour. The product is C(C1=CC=CC=C1)OC(=O)CNS(=O)(=O)C=1C=C2NC(C(NC2=CC1)=O)=O (N-(benzyl-oxycarbonylmethyl)-1,2,3,4-tetrahydro-2,3-dioxo-6-quinoxaline sulfonamide). The yield is 45.0%. RXN SMILES: C(=O)([O-])[O-].[K+].[K+].O.S(C1C=CC(C)=CC=1)(O)(=O)=O.[CH2:19]([O:26][C:27](=[O:30])[CH2:28][NH2:29])[C:20]1[CH:25]=[CH:24][CH:23]=[CH:22][CH:21]=1.[O:31]=[C:32]1[C:41](=[O:42])[NH:40][C:39]2[C:34](=[CH:35][CH:36]=[C:37]([S:43](Cl)(=[O:45])=[O:44])[CH:38]=2)[NH:33]1>>[CH2:19]([O:26][C:27]([CH2:28][NH:29][S:43]([C:37]1[CH:38]=[C:39]2[C:34](=[CH:35][CH:36]=1)[NH:33][C:32](=[O:31])[C:41](=[O:42])[NH:40]2)(=[O:44])=[O:45])=[O:30])[C:20]1[CH:25]=[CH:24][CH:23]=[CH:22][CH:21]=1 |f:0.1.2,4.5|. Procedure details: To a solution of 4.14 g (0.03 mole) of potassium carbonate in 25 ml of water 10.12 g (0.03 mole) of aminoacetic acid benzyl ester tosylate are added in small portions, under stirring. Then 5.21 g (0.02 mole) of 1,2,3,4-tetrahydro-2,3-dioxo-6-quinoxalinesulfonyl chloride are added to the mixture, it is stirred at room temperature for 6 hours and allowed to stand for 16 hours. The separated crystals are filtered off, washed with water and acetone, dried, dissolved in a slight amount of hot dimethy... The reactants are CCO, O=C1NC(Cc2cccc(Oc3ccccc3)c2)C(c2ccc(F)cc2)O1, [Na+], [OH-]. Yields the product NC(Cc1cccc(Oc2ccccc2)c1)C(O)c1ccc(F)cc1. As a reaction SMILES: [CH3:30][CH2:31][OH:32].[F:1][c:2]1[cH:3][cH:4][c:5]([CH:8]2[CH:9]([CH2:14][c:15]3[cH:16][c:17]([O:21][c:22]4[cH:23][cH:24][cH:25][cH:26][cH:27]4)[cH:18][cH:19][cH:20]3)[NH:10][C:11](=[O:13])[O:12]2)[cH:6][cH:7]1.[Na+:29].[OH-:28]>>[F:1][c:2]1[cH:3][cH:4][c:5]([CH:8]([CH:9]([NH2:10])[CH2:14][c:15]2[cH:16][c:17]([O:21][c:22]3[cH:23][cH:24][cH:25][cH:26][cH:27]3)[cH:18][cH:19][cH:20]2)[OH:12])[cH:6][cH:7]1. The reactants are C(C)(C)(C)O[C@H](C(=O)O)C1=C(C2=C(N=C(S2)N2CC(N(CC2)C(=O)OC(C)(C)C)C=2C=C3C=NN(C3=CC2)C)C=C1C)C1=CC=C(C=C1)Cl ((2S)-2-tert-butoxy-2-(2-(4-(tert-butoxycarbonyl)-3-(1-methyl-1H-indazol-5-yl)piperazin-1-yl)-7-(4-chlorophenyl)-5-methylbenzo[d]thiazol-6-yl)acetic acid), C(C)(C)(C)O[C@H](C(=O)OCC)C1=C(C2=C(N=C(S2)N2CC(N(CC2)C)C=2C=C3C=NN(C3=CC2)C)C=C1C)C1=CC=C(C=C1)Cl ((2S)-ethyl 2-tert-butoxy-2-(7-(4-chlorophenyl)-5-methyl-2-(4-methyl-3-(1-methyl-1H-indazol-5-yl)piperazin-1-yl)benzo[d]thiazol-6-yl)acetate). The product is C(C)(C)(C)O[C@H](C(=O)O)C1=C(C2=C(N=C(S2)N2CC(N(CC2)C)C=2C=C3C=NN(C3=CC2)C)C=C1C)C1=CC=C(C=C1)Cl ((2S)-2-tert-butoxy-2-(7-(4-chlorophenyl)-5-methyl-2-(4-methyl-3-(1-methyl-1H-indazol-5-yl)piperazin-1-yl)benzo[d]thiazol-6-yl)acetic acid). RXN SMILES: [C:1]([O:5][C@@H:6]([C:10]1[C:41]([CH3:42])=[CH:40][C:13]2[N:14]=[C:15]([N:17]3[CH2:22][CH2:21][N:20]([C:23](OC(C)(C)C)=O)[CH:19]([C:30]4[CH:31]=[C:32]5[C:36](=[CH:37][CH:38]=4)[N:35]([CH3:39])[N:34]=[CH:33]5)[CH2:18]3)[S:16][C:12]=2[C:11]=1[C:43]1[CH:48]=[CH:47][C:46]([Cl:49])=[CH:45][CH:44]=1)[C:7]([OH:9])=[O:8])([CH3:4])([CH3:3])[CH3:2].C(O[C@@H](C1C(C)=CC2N=C(N3CCN(C)C(C4C=C5C(=CC=4)N(C)N=C5)C3)SC=2C=1C1C=CC(Cl)=CC=1)C(OCC)=O)(C)(C)C>>[C:1]([O:5][C@@H:6]([C:10]1[C:41]([CH3:42])=[CH:40][C:13]2[N:14]=[C:15]([N:17]3[CH2:22][CH2:21][N:20]([CH3:23])[CH:19]([C:30]4[CH:31]=[C:32]5[C:36](=[CH:37][CH:38]=4)[N:35]([CH3:39])[N:34]=[CH:33]5)[CH2:18]3)[S:16][C:12]=2[C:11]=1[C:43]1[CH:44]=[CH:45][C:46]([Cl:49])=[CH:47][CH:48]=1)[C:7]([OH:9])=[O:8])([CH3:4])([CH3:2])[CH3:3]. Reported procedure: (2S)-2-tert-butoxy-2-(7-(4-chlorophenyl)-5-methyl-2-(4-methyl-3-(1-methyl-1H-indazol-5-yl)piperazin-1-yl)benzo[d]thiazol-6-yl)acetic acid (12 mg) was prepared in a similar manner as compound (2S)-2-tert-butoxy-2-(2-(4-(tert-butoxycarbonyl)-3-(1-methyl-1H-indazol-5-yl)piperazin-1-yl)-7-(4-chlorophenyl)-5-methylbenzo[d]thiazol-6-yl)acetic acid except using (2S)-ethyl 2-tert-butoxy-2-(7-(4-chlorophenyl)-5-methyl-2-(4-methyl-3-(1-methyl-1H-indazol-5-yl)piperazin-1-yl)benzo[d]thiazol-6-yl)acetate ins... Reactants: [N-]=[N+]=[N-].[Na+] (sodium azide), ClCC1=NN=C(O1)C1=CC=C(C=C1)C1=CC(=CC(=C1C)F)C(=O)NC1CC1 (4′-[5-(chloromethyl)-1,3,4-oxadiazol-2-yl]-N-cyclopropyl-5-fluoro-6-methyl-1,1′-biphenyl-3-carboxamide), ClCC1=NN=C(O1)C1=CC=C(C=C1)C1=CC(=CC(=C1C)F)C(=O)NC1CC1 (4′-[5-(chloromethyl)-1,3,4-oxadiazol-2-yl]-N-cyclopropyl-5-fluoro-6-methyl-1,1′-biphenyl-3-carboxamide). Solvent: O (water), CN(C)C=O (DMF), C(C)O (ethanol). Conditions: temperature 90 celsius, time 5 hour. The product is N(=[N+]=[N-])CC1=NN=C(O1)C1=CC=C(C=C1)C1=CC(=CC(=C1C)F)C(=O)NC1CC1 (4′-[5-(azidomethyl)-1,3,4-oxadiazol-2-yl]-N-cyclopropyl-5-fluoro-6-methyl-1,1′-biphenyl-3-carboxamide). RXN SMILES: [N-:1]=[N+:2]=[N-:3].[Na+].Cl[CH2:6][C:7]1[O:11][C:10]([C:12]2[CH:17]=[CH:16][C:15]([C:18]3[C:23]([CH3:24])=[C:22]([F:25])[CH:21]=[C:20]([C:26]([NH:28][CH:29]4[CH2:31][CH2:30]4)=[O:27])[CH:19]=3)=[CH:14][CH:13]=2)=[N:9][N:8]=1>O.CN(C=O)C.C(O)C>[N:1]([CH2:6][C:7]1[O:11][C:10]([C:12]2[CH:17]=[CH:16][C:15]([C:18]3[C:23]([CH3:24])=[C:22]([F:25])[CH:21]=[C:20]([C:26]([NH:28][CH:29]4[CH2:30][CH2:31]4)=[O:27])[CH:19]=3)=[CH:14][CH:13]=2)=[N:9][N:8]=1)=[N+:2]=[N-:3] |f:0.1|. Procedure details: A solution of sodium azide (40 mg) in water (3.5 ml) was added to (4′-[5-(chloromethyl)-1,3,4-oxadiazol-2-yl]-N-cyclopropyl-5-fluoro-6-methyl-1,1′-biphenyl-3-carboxamide (Intermediate 34) (200 mg) in DMF (1.5 ml) and ethanol (7 ml) and the reaction mixture stirred for 5 hours at 90° C. The reaction was concentrated under vacuum and the residue partitioned between water (15 ml) and chloroform (15 ml) and the aqueous extracted with chloroform (2×15 ml). The combined organic extracts were dried (ma... Reactants: C(C)OC(CN1C(=NC=2C1=NC=CC2)C2=CC=C(C=C2)Cl)=O (2-(4-chlorophenyl)-3H-imidazo[4,5-b]pyridine-3-acetic acid ethyl ester), [OH-].[Na+] (sodium hydroxide), C(C)O.O (ethanol water), Cl (hydrochloric acid). The solvent is O (water). Yields the product ClC1=CC=C(C=C1)C1=NC=2C(=NC=CC2)N1CC(=O)O (2-(4-Chlorophenyl)-3H-imidazo[4,5-b]pyridine-3-acetic acid). The yield is 111.2%. RXN SMILES: C([O:3][C:4](=[O:22])[CH2:5][N:6]1[C:10]2=[N:11][CH:12]=[CH:13][CH:14]=[C:9]2[N:8]=[C:7]1[C:15]1[CH:20]=[CH:19][C:18]([Cl:21])=[CH:17][CH:16]=1)C.[OH-].[Na+].C(O)C.O.Cl>O>[Cl:21][C:18]1[CH:19]=[CH:20][C:15]([C:7]2[N:6]([CH2:5][C:4]([OH:22])=[O:3])[C:10]3=[N:11][CH:12]=[CH:13][CH:14]=[C:9]3[N:8]=2)=[CH:16][CH:17]=1 |f:1.2,3.4|. Procedure details: A mixture of 14.6 g (0.04 mole) of 2-(4-chlorophenyl)-3H-imidazo[4,5-b]pyridine-3-acetic acid ethyl ester, 2.9 g (0.073 mole) of sodium hydroxide pellets, and 150 ml of ethanol/water (1:1) was refluxed for 45 min. The reaction mixture was poured into a 250-ml of water, acidified with concentrated hydrochloric acid; and filtered, giving 12.8 g (97%) of a white solid. A 2-g portion was recrystallized from methanol-water to give 1.2 g of white needles, mp 271°-273° C. with decomposition. Starting materials: BrCc1ccccc1, Cc1cc(C)nc(-n2c(C)ccc2C)c1. Yields the product Cc1cc(CCc2ccccc2)nc(-n2c(C)ccc2C)c1. As a reaction SMILES: [CH2:16]([c:17]1[cH:18][cH:19][cH:20][cH:21][cH:22]1)[Br:23].[CH3:1][c:2]1[cH:3][c:4](-[n:9]2[c:10]([CH3:15])[cH:11][cH:12][c:13]2[CH3:14])[n:5][c:6]([CH3:8])[cH:7]1>>[CH3:1][c:2]1[cH:3][c:4](-[n:9]2[c:10]([CH3:15])[cH:11][cH:12][c:13]2[CH3:14])[n:5][c:6]([CH2:8][CH2:16][c:17]2[cH:18][cH:19][cH:20][cH:21][cH:22]2)[cH:7]1. Isolated yield 72.5%. The reactants are Cl (HCl), ClC=1C(=C2C=C(C(OC2=C(C1)Cl)C(F)(F)F)C(=O)OCC)F (ethyl 6,8-dichloro-5-fluoro-2-(trifluoromethyl)-2H-chromene-3-carboxylate), [OH-].[Li+] (lithium hydroxide). Run at time 8 hour. Yields the product ClC=1C(=C2C=C(C(OC2=C(C1)Cl)C(F)(F)F)C(=O)O)F (6,8-Dichloro-5-fluoro-2-(trifluoromethyl)-2H-chromene-3-carboxylic acid). Solvent: C1CCOC1 (THF), CO (methanol), O (water). Reported procedure: To a solution of 359 mg (1.0 mmole) of ethyl 6,8-dichloro-5-fluoro-2-(trifluoromethyl)-2H-chromene-3-carboxylate in 7 mLs of THF and 2 mL of methanol was added a solution of 90 mg of lithium hydroxide monohydate in 1.0 mL of water. The mixture was heated to reflux for 60 min and allowed to cool to rt. After stirring overnight, the mixture was treated with 75 mL of 1N HCl and extracted three times with diethyl ether. The combined extracts were concd and purified by reverse phase chromatography to... As a reaction SMILES: [Cl:1][C:2]1[C:3]([F:22])=[C:4]2[C:9](=[C:10]([Cl:12])[CH:11]=1)[O:8][CH:7]([C:13]([F:16])([F:15])[F:14])[C:6]([C:17]([O:19]CC)=[O:18])=[CH:5]2.[OH-].[Li+].Cl>C1COCC1.CO.O>[Cl:1][C:2]1[C:3]([F:22])=[C:4]2[C:9](=[C:10]([Cl:12])[CH:11]=1)[O:8][CH:7]([C:13]([F:16])([F:14])[F:15])[C:6]([C:17]([OH:19])=[O:18])=[CH:5]2 |f:1.2|. Reactants: C(C(=O)Cl)(=O)Cl (oxalyl chloride), FC1=CC=C(C=C1)[C@H](C(=O)O)C(C)C ([R]-(-)-2-(p-fluorophenyl)-3-methylbutyric acid). Solvent: C(Cl)Cl (methylene chloride). Reaction conditions: time 4 hour. Yields the product FC1=CC=C(C=C1)[C@H](C(=O)Cl)C(C)C ([R]-(-)-2-(p-fluorophenyl)-3-methylbutyryl chloride). RXN SMILES: [F:1][C:2]1[CH:7]=[CH:6][C:5]([C@@H:8]([CH:12]([CH3:14])[CH3:13])[C:9](O)=[O:10])=[CH:4][CH:3]=1.C(Cl)(=O)C([Cl:18])=O>C(Cl)Cl>[F:1][C:2]1[CH:7]=[CH:6][C:5]([C@@H:8]([CH:12]([CH3:14])[CH3:13])[C:9]([Cl:18])=[O:10])=[CH:4][CH:3]=1. Reported procedure: A solution of 32.3 g (0.165 mol) of [R]-(-)-2-(p-fluorophenyl)-3-methylbutyric acid in 250 ml of abs. methylene chloride was treated with 27.3 ml of oxalyl chloride. After stirring at room temperature for 4 hours and evaporation of the solvent under reduced pressure, [R]-(-)-2-(p-fluorophenyl)-3-methylbutyryl chloride was obtained as an oil, b.p. 100°/65 Pa; [α]D20 =-53.2° (c=1, chloroform). The reactants are C(=O)C1=CC=C2C(=CC(=NC2=C1)C#N)C1=CC=CC=C1 (7-formyl-4-phenylquinoline-2-carbonitrile), C1(=CC=CC=C1)P(C1=CC=CC=C1)C1=CC=CC=C1 (triphenylphosphine), N(=NC(=O)OC(C)C)C(=O)OC(C)C (diisopropyl azodicarboxylate), N1=CC=CC=C1 (pyridine). Reagents/catalysts: [Zn](N=[N+]=[N-])N=[N+]=[N-] (Zn(N3)2). Run in C1(=CC=CC=C1)C (toluene). Conditions: time 3 hour. Yields the product N(=[N+]=[N-])CC1=CC=C2C(=CC(=NC2=C1)C#N)C1=CC=CC=C1 (7-(azidomethyl)-4-phenylquinoline-2-carbonitrile). RXN SMILES: [CH:1]([C:3]1[CH:12]=[C:11]2[C:6]([C:7]([C:15]3[CH:20]=[CH:19][CH:18]=[CH:17][CH:16]=3)=[CH:8][C:9]([C:13]#[N:14])=[N:10]2)=[CH:5][CH:4]=1)=O.C1(P(C2C=CC=CC=2)C2C=CC=CC=2)C=CC=CC=1.[N:40]1C=CC=CC=1.[N:46](C(OC(C)C)=O)=[N:47]C(OC(C)C)=O>C1(C)C=CC=CC=1.[Zn](N=[N+]=[N-])N=[N+]=[N-]>[N:40]([CH2:1][C:3]1[CH:12]=[C:11]2[C:6]([C:7]([C:15]3[CH:20]=[CH:19][CH:18]=[CH:17][CH:16]=3)=[CH:8][C:9]([C:13]#[N:14])=[N:10]2)=[CH:5][CH:4]=1)=[N+:46]=[N-:47]. Reported procedure: To a solution of 7-formyl-4-phenylquinoline-2-carbonitrile (520 mg, 2.0 mmol) in toluene (12 mL) was added triphenylphosphine (1.05 g, 4.0 mmol), Zn(N3)2.2 pyridine (461 mg, 1.5 mmol) and diisopropyl azodicarboxylate (787 μL, 4.0 mmol). The mixture was stirred at room temperature for 3 h, concentrated and purified on silica gel (eluting with EtOAc/hexanes, 3:7) to give the title compound. MS (+ESI): 286 (M+H)+. Procedure: A solution of (E)-3-(4-ethoxycarbonylmethyl-2-oxo-2,3,4,5-tetrahydro-1H-pyrido[2,3-e][1,4]diazepin-7-yl)acrylic acid tert-butyl ester (1.14 g, 3.04 mmol) in CH2Cl2 (8 mL) was treated with TFA (8 mL). After stirring at room temperature under N2 for 45 min, the clear tan solution was concentrated in vacuo. The resulting oil was treated with anhydrous HCl in dioxane (10 mL, 4.0 M) and sonicated until the oil was converted to a fine off-white solid. The resulting mixture was diluted with Et2O (100 m... Starting materials: C(C)(C)(C)OC(\C=C\C1=CC2=C(NC(CN(C2)CC(=O)OCC)=O)N=C1)=O ((E)-3-(4-ethoxycarbonylmethyl-2-oxo-2,3,4,5-tetrahydro-1H-pyrido[2,3-e][1,4]diazepin-7-yl)acrylic acid tert-butyl ester), C(=O)(C(F)(F)F)O (TFA), C(Cl)Cl (CH2Cl2). RXN SMILES: C([O:5][C:6](=[O:27])/[CH:7]=[CH:8]/[C:9]1[CH:26]=[N:25][C:12]2[NH:13][C:14](=[O:24])[CH2:15][N:16]([CH2:18][C:19]([O:21][CH2:22][CH3:23])=[O:20])[CH2:17][C:11]=2[CH:10]=1)(C)(C)C.C(O)(C(F)(F)F)=O.C(Cl)[Cl:36]>>[ClH:36].[CH2:22]([O:21][C:19]([CH2:18][N:16]1[CH2:17][C:11]2[CH:10]=[C:9](/[CH:8]=[CH:7]/[C:6]([OH:27])=[O:5])[CH:26]=[N:25][C:12]=2[NH:13][C:14](=[O:24])[CH2:15]1)=[O:20])[CH3:23] |f:3.4|. Run at time 45 minute. Yield: 88.0%. The product is Cl.C(C)OC(=O)CN1CC(NC2=C(C1)C=C(C=N2)/C=C/C(=O)O)=O ((E)-3-(4-Ethoxycarbonylmethyl-2-oxo-2,3,4,5-tetrahydro-1H-pyrido[2,3-e][1,4]diazepin-7-yl)acrylic acid hydrochloride).